This data is from the Open Reaction Database (ORD), a public repository of structured organic reaction records. The task is: describe an organic reaction: reactants, conditions, products, and yield The reactants are ClC1=CC(=C(C=C1)[N+](=O)[O-])[N+](=O)[O-] (4-chloro-1,2-dinitrobenzene), NN1CCN(CC1)C (1-amino-4-methylpiperazine). The solvent is CCO (EtOH). Run at time 24 hour. Yields the product ClC1=CC(=C(C=C1)[N+](=O)[O-])NN1CCN(CC1)C (4-Chloro-2-[(4-methylpiperazin-1-yl)amino]-1-nitrobenzene). Yield: 37.4%. RXN SMILES: [Cl:1][C:2]1[CH:7]=[CH:6][C:5]([N+:8]([O-:10])=[O:9])=[C:4]([N+:11]([O-])=O)[CH:3]=1.N[N:15]1[CH2:20][CH2:19][N:18]([CH3:21])[CH2:17][CH2:16]1>CCO>[Cl:1][C:2]1[CH:7]=[CH:6][C:5]([N+:8]([O-:10])=[O:9])=[C:4]([NH:11][N:15]2[CH2:20][CH2:19][N:18]([CH3:21])[CH2:17][CH2:16]2)[CH:3]=1. Procedure details: A mixture of 35 g of 4-chloro-1,2-dinitrobenzene and 20 g of 1-amino-4-methylpiperazine in 200 ml of 96° EtOH is stirred for 24 hours at RT. The reaction mixture is evaporated under vacuum and the residue is chromatographed on silica using a DCM/AcOEt mixture (80/20; v/v) as the eluent to give 17.5 g of the expected product after crystallization from an iso ether/heptane mixture (50/50; v/v). M.p.=108° C.